From a dataset of the Open Reaction Database (ORD), a public repository of structured organic reaction records. describe an organic reaction: reactants, conditions, products, and yield Product: C(C1=CC=CC=C1)NC(=O)C1=C(N=C(S1)N1N=NC(=C1)CCC1CCCCC1)C (N-benzyl-2-(4-(2-cyclohexylethyl)-1H-1,2,3-triazol-1-yl)-4-methylthiazole-5-carboxamide). As a reaction SMILES: C1(C#C)C=CC=CC=1.[CH:9]1([CH2:15][CH2:16][C:17]#[CH:18])[CH2:14][CH2:13][CH2:12][CH2:11][CH2:10]1.[N:19]([C:22]1[S:23][C:24]([C:28]([NH:30][CH2:31][C:32]2[CH:37]=[CH:36][CH:35]=[CH:34][CH:33]=2)=[O:29])=[C:25]([CH3:27])[N:26]=1)=[N+:20]=[N-:21]>>[CH2:31]([NH:30][C:28]([C:24]1[S:23][C:22]([N:19]2[CH:18]=[C:17]([CH2:16][CH2:15][CH:9]3[CH2:14][CH2:13][CH2:12][CH2:11][CH2:10]3)[N:21]=[N:20]2)=[N:26][C:25]=1[CH3:27])=[O:29])[C:32]1[CH:33]=[CH:34][CH:35]=[CH:36][CH:37]=1. Procedure details: Following the procedure as described in Example 10, making variations as necessary to replace phenylacetylene with 4-cyclohexylbutyne to react with 2-azido-N-benzyl-4-methylthiazole-5-carboxamide, the title compound was obtained as a white solid in 22% yield: mp 82-84° C. (dichloromethane/hexanes); 1H NMR (300 MHz, CDCl3) δ 8.10 (s, 1H), 7.37-7.33 (m, 5H), 6.19 (br s, 1H), 4.62 (d, J=6.0 Hz, 2H), 2.79 (t, J=6.0 Hz, 2H), 2.68 (s, 3H), 1.78-1.56 (m, 5H), 1.30-1.16 (m, 5H), 0.99-0.71 (m, 3H); 13C N... Isolated yield 22.0%. Starting materials: C1(=CC=CC=C1)C#C (phenylacetylene), C1(CCCCC1)CCC#C (4-cyclohexylbutyne), N(=[N+]=[N-])C=1SC(=C(N1)C)C(=O)NCC1=CC=CC=C1 (2-azido-N-benzyl-4-methylthiazole-5-carboxamide). The reactants are C1CCOC1, O=C(O)C=Cc1cc(Cl)cc(Cl)c1. The product is O=C(O)CCc1cc(Cl)cc(Cl)c1. Reaction SMILES: [CH2:14]1[O:15][CH2:16][CH2:17][CH2:18]1.[Cl:1][c:2]1[cH:3][c:4]([CH:9]=[CH:10][C:11](=[O:12])[OH:13])[cH:5][c:6]([Cl:8])[cH:7]1>>[Cl:1][c:2]1[cH:3][c:4]([CH2:9][CH2:10][C:11](=[O:12])[OH:13])[cH:5][c:6]([Cl:8])[cH:7]1. The reactants are N(=[N+]=[N-])CC1=NN=C(O1)C1=CC=C(C=C1)C1=CC(=CC(=C1C)F)C(=O)NC1CC1 (4′-[5-(Azidomethyl)-1,3,4oxadiazol-2-yl]-N-cyclopropyl-5-fluoro-6-methyl-1,1′-biphenyl-3-carboxamide), N(=[N+]=[N-])CC1=NN=C(O1)C1=CC=C(C=C1)C1=CC(=CC(=C1C)F)C(=O)NC1CC1 (4′-[5-(Azidomethyl)-1,3,4oxadiazol-2-yl]-N-cyclopropyl-5-fluoro-6-methyl-1,1′-biphenyl-3-carboxamide), [H][H] (hydrogen). The reagents and catalysts are [Pd] (palladium on carbon). The solvent is C(C)O (ethanol). Product: NCC1=NN=C(O1)C1=CC=C(C=C1)C1=CC(=CC(=C1C)F)C(=O)NC1CC1 (4′-[5-(aminomethyl)-1,3,4oxadiazol-2-yl]-N-cyclopropyl-5-fluoro-6-methyl-1,1′-biphenyl-3-carboxamide). As a reaction SMILES: [N:1]([CH2:4][C:5]1[O:9][C:8]([C:10]2[CH:15]=[CH:14][C:13]([C:16]3[C:21]([CH3:22])=[C:20]([F:23])[CH:19]=[C:18]([C:24]([NH:26][CH:27]4[CH2:29][CH2:28]4)=[O:25])[CH:17]=3)=[CH:12][CH:11]=2)=[N:7][N:6]=1)=[N+]=[N-].[H][H]>[Pd].C(O)C>[NH2:1][CH2:4][C:5]1[O:9][C:8]([C:10]2[CH:11]=[CH:12][C:13]([C:16]3[C:21]([CH3:22])=[C:20]([F:23])[CH:19]=[C:18]([C:24]([NH:26][CH:27]4[CH2:29][CH2:28]4)=[O:25])[CH:17]=3)=[CH:14][CH:15]=2)=[N:7][N:6]=1. Reported procedure: 4′-[5-(Azidomethyl)-1,3,4oxadiazol-2-yl]-N-cyclopropyl-5-fluoro-6-methyl-1,1′-biphenyl-3-carboxamide (Intermediate 35) (208 mg) and palladium on carbon (10% w/w, 21 mg) in ethanol (10 ml) were hydrogenated under 1 Atm. of hydrogen for 24 hours at room temperature. The reaction was filtered through celite and the filtrate reduced to dryness under vacuum. The residue was applied to a bond-elut (silica, 10 g) and eluted with an ethyl acetate/cyclohexane gradient (50-100% ethyl acetate) and then wit... The reactants are C1CCOC1, CCCCCCCCCCCCCCCCCCOc1ccc(-c2ccc(C(=O)OC)cc2)cc1, Cl, [Li+], [OH-], O, O. The product is CCCCCCCCCCCCCCCCCCOc1ccc(-c2ccc(C(=O)O)cc2)cc1. As a reaction SMILES: [CH2:41]1[O:42][CH2:43][CH2:44][CH2:45]1.[CH3:4][O:5][C:6](=[O:7])[c:8]1[cH:9][cH:10][c:11](-[c:14]2[cH:15][cH:16][c:17]([O:20][CH2:21][CH2:22][CH2:23][CH2:24][CH2:25][CH2:26][CH2:27][CH2:28][CH2:29][CH2:30][CH2:31][CH2:32][CH2:33][CH2:34][CH2:35][CH2:36][CH2:37][CH3:38])[cH:18][cH:19]2)[cH:12][cH:13]1.[ClH:39].[Li+:3].[OH-:2].[OH2:1].[OH2:40]>>[O:5]=[C:6]([OH:7])[c:8]1[cH:9][cH:10][c:11](-[c:14]2[cH:15][cH:16][c:17]([O:20][CH2:21][CH2:22][CH2:23][CH2:24][CH2:25][CH2:26][CH2:27][CH2:28][CH2:29][CH2:30][CH2:31][CH2:32][CH2:33][CH2:34][CH2:35][CH2:36][CH2:37][CH3:38])[cH:18][cH:19]2)[cH:12][cH:13]1.